From a dataset of the Open Reaction Database (ORD), a public repository of structured organic reaction records. describe an organic reaction: reactants, conditions, products, and yield Starting materials: CS(=O)C1=NN2C(C=N1)=CC=C2C2=C(C=CC=C2)OC (2-Methanesulfinyl-7-(2-methoxy-phenyl)-pyrrolo[2,1-f][1,2,4]triazine), C(C)(C)N(C(C)C)CC (N,N-Diisopropylethylamine), NC=1C=CC2=C(C=CC3(CCN(CC3)C)O2)C1 (6-amino-1′-methyl-spiro(2H-1-benzopyran-2,4′-piperidine)), COCC(C)O (1-Methoxy-2-propanol). Product: COC1=C(C=CC=C1)C1=CC=C2C=NC(=NN21)C2N(CCC1(C2)OC2=C(C=C1)C=C(C=C2)N)C (7-(2-methoxy-phenyl)-pyrrolo(2,1-f)(1,2,4)triazin-2-yl-6-amino-1′-methyl-spiro(2H-1-benzopyran-2,4′-piperidine)). The yield is 12.8%. As a reaction SMILES: CS([C:4]1[N:9]=[CH:8][C:7]2=[CH:10][CH:11]=[C:12]([C:13]3[CH:18]=[CH:17][CH:16]=[CH:15][C:14]=3[O:19][CH3:20])[N:6]2[N:5]=1)=O.C(N(CC)C(C)C)(C)C.[NH2:30][C:31]1[CH:32]=[CH:33][C:34]2[O:45][C:38]3([CH2:43][CH2:42][N:41]([CH3:44])[CH2:40][CH2:39]3)[CH:37]=[CH:36][C:35]=2[CH:46]=1.COCC(O)C>>[CH3:20][O:19][C:14]1[CH:15]=[CH:16][CH:17]=[CH:18][C:13]=1[C:12]1[N:6]2[C:7]([CH:8]=[N:9][C:4]([CH:42]3[CH2:43][C:38]4([CH:37]=[CH:36][C:35]5[CH:46]=[C:31]([NH2:30])[CH:32]=[CH:33][C:34]=5[O:45]4)[CH2:39][CH2:40][N:41]3[CH3:44])=[N:5]2)=[CH:10][CH:11]=1. Reported procedure: 2-Methanesulfinyl-7-(2-methoxy-phenyl)-pyrrolo[2,1-f][1,2,4]triazine (87.49 mg, 0.0003045 mol), N,N-Diisopropylethylamine (0.175 mL, 0.00100 mol) and 6-amino-1′-methyl-spiro(2H-1-benzopyran-2,4′-piperidine) (0.141 g, 0.000609 mol) were dissolved in 1-Methoxy-2-propanol (0.350 mL, 0.00358 mol) and the reaction was irradiated at 300 watts, 180° C. for 40 minutes or until HPLC showed consumption of starting material. The reaction mixture was then reduced en vacuo and the product was isolated and pu...